From a dataset of the Open Reaction Database (ORD), a public repository of structured organic reaction records. describe an organic reaction: reactants, conditions, products, and yield The reactants are C(#N)C1=C(C(=C(C=C1)C=1C=NN(C1O)C1=NC=C(C(=O)O)C=C1)C)F (6-(4-(4-cyano-3-fluoro-2-methylphenyl)-5-hydroxy-1H-pyrazol-1-yl)nicotinic acid), COC1CCNCC1 (4-methoxypiperidine). Product: FC1=C(C#N)C=CC(=C1C)C=1C=NN(C1O)C1=NC=C(C=C1)C(=O)N1CCC(CC1)OC (2-fluoro-4-(5-hydroxy-1-(5-(4-methoxypiperidine-1-carbonyl)pyridin-2-yl)-1H-pyrazol-4-yl)-3-methylbenzonitrile). Reaction SMILES: [C:1]([C:3]1[CH:8]=[CH:7][C:6]([C:9]2[CH:10]=[N:11][N:12]([C:15]3[CH:23]=[CH:22][C:18]([C:19](O)=[O:20])=[CH:17][N:16]=3)[C:13]=2[OH:14])=[C:5]([CH3:24])[C:4]=1[F:25])#[N:2].[CH3:26][O:27][CH:28]1[CH2:33][CH2:32][NH:31][CH2:30][CH2:29]1>>[F:25][C:4]1[C:5]([CH3:24])=[C:6]([C:9]2[CH:10]=[N:11][N:12]([C:15]3[CH:23]=[CH:22][C:18]([C:19]([N:31]4[CH2:32][CH2:33][CH:28]([O:27][CH3:26])[CH2:29][CH2:30]4)=[O:20])=[CH:17][N:16]=3)[C:13]=2[OH:14])[CH:7]=[CH:8][C:3]=1[C:1]#[N:2]. Procedure: The title compound was prepared in a manner similar to Example 303 using 6-(4-(4-cyano-3-fluoro-2-methylphenyl)-5-hydroxy-1H-pyrazol-1-yl)nicotinic acid and 4-methoxypiperidine. 1H NMR (500 MHz, DMSO-d6) δ ppm 1.49 (br. s., 2H) 1.75-1.97 (m, 2H) 2.33 (d, J=1.95 Hz, 3H) 3.11-3.68 (m, 7H) 3.92 (br. s., 1H) 7.64 (br. s., 1H) 7.70-7.79 (m, 1H) 8.07 (d, J=7.81 Hz, 1H) 8.12-8.65 (m, 3H). ESI-MS m/z [M+H]+ 436.3. Starting materials: BrC=1C=CC(=NC1)CC(=O)NC1=NC=CC(=C1)C(=O)C1=CN(C2=C1C=NC=C2)C(C)C (2-(5-bromopyridin-2-yl)-N-(4-{[1-(propan-2-yl)-1H-pyrrolo[3,2-c]pyridin-3-yl]carbonyl}pyridin-2-yl)acetamide), CN(C)C=O (DMF). The reagents and catalysts are [C-]#N.[Zn+2].[C-]#N (zinc cyanide), C=1C=CC(=CC1)/C=C/C(=O)/C=C/C2=CC=CC=C2.C=1C=CC(=CC1)/C=C/C(=O)/C=C/C2=CC=CC=C2.C=1C=CC(=CC1)/C=C/C(=O)/C=C/C2=CC=CC=C2.[Pd].[Pd] (Pd2(dba)3), C1=CC=C(C=C1)P([C-]2C=CC=C2)C3=CC=CC=C3.C1=CC=C(C=C1)P([C-]2C=CC=C2)C3=CC=CC=C3.[Fe+2] (DPPF). The solvent is C(C)(=O)OCC (ethyl acetate). Reaction conditions: temperature 100 celsius. Product: C(#N)C=1C=CC(=NC1)CC(=O)NC1=NC=CC(=C1)C(=O)C1=CN(C2=C1C=NC=C2)C(C)C (2(5-cyanopyridin-2-yl)-N-(4-{[1-(propan-2-yl)-1H-pyrrolo[3,2-c]pyridin-3-yl]carbonyl}pyridin-2-yl)acetamide). Reaction SMILES: Br[C:2]1[CH:3]=[CH:4][C:5]([CH2:8][C:9]([NH:11][C:12]2[CH:17]=[C:16]([C:18]([C:20]3[C:24]4[CH:25]=[N:26][CH:27]=[CH:28][C:23]=4[N:22]([CH:29]([CH3:31])[CH3:30])[CH:21]=3)=[O:19])[CH:15]=[CH:14][N:13]=2)=[O:10])=[N:6][CH:7]=1.[CH3:32][N:33](C=O)C>C(OCC)(=O)C.[C-]#N.[Zn+2].[C-]#N.C1C=CC(/C=C/C(/C=C/C2C=CC=CC=2)=O)=CC=1.C1C=CC(/C=C/C(/C=C/C2C=CC=CC=2)=O)=CC=1.C1C=CC(/C=C/C(/C=C/C2C=CC=CC=2)=O)=CC=1.[Pd].[Pd].C1C=CC(P(C2C=CC=CC=2)[C-]2C=CC=C2)=CC=1.C1C=CC(P(C2C=CC=CC=2)[C-]2C=CC=C2)=CC=1.[Fe+2]>[C:32]([C:2]1[CH:3]=[CH:4][C:5]([CH2:8][C:9]([NH:11][C:12]2[CH:17]=[C:16]([C:18]([C:20]3[C:24]4[CH:25]=[N:26][CH:27]=[CH:28][C:23]=4[N:22]([CH:29]([CH3:31])[CH3:30])[CH:21]=3)=[O:19])[CH:15]=[CH:14][N:13]=2)=[O:10])=[N:6][CH:7]=1)#[N:33] |f:3.4.5,6.7.8.9.10,11.12.13|. Procedure: A mixture of 2-(5-bromopyridin-2-yl)-N-(4-{[1-(propan-2-yl)-1H-pyrrolo[3,2-c]pyridin-3-yl]carbonyl}pyridin-2-yl)acetamide (Example 237, 40 mg, 0.083 mmol), zinc cyanide (29 mg, 0.251 mmol), Pd2(dba)3 (3 mg, 0.003 mmol) and DPPF (7.5 mg, 0.013 mmol) in DMF (1 mL) was heated to 100° C. under microwave irradiation for 25 minutes. The reaction was cooled and diluted with ethyl acetate. The organic layer was collected, washed with water, brine, dried over sodium sulphate and concentrated in vacuo. Th... Reactants: BrCCOC1CCCCO1, O=C([O-])[O-], C=CCOc1cc(OCC=C)c(C(=O)c2ccc(OC)c(O)c2)c(CC(=O)OC)c1CC, CN(C)C=O, [I-], [K+], [K+], [Na+], O. Yields the product C=CCOc1cc(OCC=C)c(C(=O)c2ccc(OC)c(OCCOC3CCCCO3)c2)c(CC(=O)OC)c1CC. As a reaction SMILES: [Br:41][CH2:42][CH2:43][O:44][CH:45]1[O:46][CH2:47][CH2:48][CH2:49][CH2:50]1.[C:33](=[O:34])([O-:35])[O-:36].[CH2:1]([CH:2]=[CH2:3])[O:4][c:5]1[c:6]([CH2:31][CH3:32])[c:7]([CH2:26][C:27](=[O:28])[O:29][CH3:30])[c:8]([C:15]([c:16]2[cH:17][c:18]([OH:24])[c:19]([O:22][CH3:23])[cH:20][cH:21]2)=[O:25])[c:9]([O:11][CH2:12][CH:13]=[CH2:14])[cH:10]1.[CH3:51][N:52]([CH3:53])[CH:54]=[O:55].[I-:40].[K+:37].[K+:38].[Na+:39].[OH2:56]>>[CH2:1]([CH:2]=[CH2:3])[O:4][c:5]1[c:6]([CH2:31][CH3:32])[c:7]([CH2:26][C:27](=[O:28])[O:29][CH3:30])[c:8]([C:15]([c:16]2[cH:17][c:18]([O:24][CH2:42][CH2:43][O:44][CH:45]3[O:46][CH2:47][CH2:48][CH2:49][CH2:50]3)[c:19]([O:22][CH3:23])[cH:20][cH:21]2)=[O:25])[c:9]([O:11][CH2:12][CH:13]=[CH2:14])[cH:10]1.